From a dataset of the Open Reaction Database (ORD), a public repository of structured organic reaction records. describe an organic reaction: reactants, conditions, products, and yield Reactants: CCO, Cc1cc(Cl)cc([N+](=O)[O-])c1, [Na+], [OH-], O, O, Cl[Sn]Cl. The product is Cc1cc(N)cc(Cl)c1. RXN SMILES: [CH3:17][CH2:18][OH:19].[Cl:1][c:2]1[cH:3][c:4]([CH3:11])[cH:5][c:6]([N+:8]([O-:9])=[O:10])[cH:7]1.[Na+:21].[OH-:20].[OH2:12].[OH2:13].[Sn:14]([Cl:15])[Cl:16]>>[Cl:1][c:2]1[cH:3][c:4]([CH3:11])[cH:5][c:6]([NH2:8])[cH:7]1.